From a dataset of the Open Reaction Database (ORD), a public repository of structured organic reaction records. describe an organic reaction: reactants, conditions, products, and yield Reactants: C1(=CC=CC=C1)N=C=S (phenyl isothiocyanate), COC1=NC=CC(=C1)N (2-methoxy-4-aminopyridine). Solvent: CC(=O)C (acetone). Yields the product COC1=NC=CC(=C1)NC(=S)NC1=CC=CC=C1 (N-(2-methoxy-4-pyridyl)-N'-phenylthiourea). The yield is 33.4%. RXN SMILES: [C:1]1([N:7]=[C:8]=[S:9])[CH:6]=[CH:5][CH:4]=[CH:3][CH:2]=1.[CH3:10][O:11][C:12]1[CH:17]=[C:16]([NH2:18])[CH:15]=[CH:14][N:13]=1>CC(C)=O>[CH3:10][O:11][C:12]1[CH:17]=[C:16]([NH:18][C:8]([NH:7][C:1]2[CH:6]=[CH:5][CH:4]=[CH:3][CH:2]=2)=[S:9])[CH:15]=[CH:14][N:13]=1. Reported procedure: 203 mg (1.5 mmol) of phenyl isothiocyanate was added to a solution of 186 mg (1.5 mmol) of 2-methoxy-4-aminopyridine in 15 ml of dry acetone. The mixture was then refluxed for 33 hrs. After cooling, solvent was evaporated off by distillation and the residue was chromatographed in a conventional manner using silica gel (solvent, CHCl3 :acetone=10:1 volume). Fractions were collected and solvent removed by distillation. The residue was recrystallized from ether to give the desired product having a ... Starting materials: COc1ccccc1-c1ccc2cnc(S(C)=O)nn12, O=C(O)C(F)(F)F, COc1cc2c(cc1N)CCN(CC(C)O)CC2. Product: COc1cc2c(cc1Nc1ncc3ccc(-c4ccccc4OC)n3n1)CCN(CC(C)O)CC2. RXN SMILES: [CH3:19][S:20](=[O:21])[c:22]1[n:23][n:24]2[c:25]([cH:26][n:27]1)[cH:28][cH:29][c:30]2-[c:31]1[c:32]([O:37][CH3:38])[cH:33][cH:34][cH:35][cH:36]1.[F:39][C:40]([F:41])([F:42])[C:43]([OH:44])=[O:45].[NH2:1][c:2]1[cH:3][c:4]2[c:5]([cH:15][c:16]1[O:17][CH3:18])[CH2:6][CH2:7][N:8]([CH2:11][CH:12]([CH3:13])[OH:14])[CH2:9][CH2:10]2>>[NH:1]([c:2]1[cH:3][c:4]2[c:5]([cH:15][c:16]1[O:17][CH3:18])[CH2:6][CH2:7][N:8]([CH2:11][CH:12]([CH3:13])[OH:14])[CH2:9][CH2:10]2)[c:22]1[n:23][n:24]2[c:25]([cH:26][n:27]1)[cH:28][cH:29][c:30]2-[c:31]1[c:32]([O:37][CH3:38])[cH:33][cH:34][cH:35][cH:36]1. Starting materials: C(=O)(OC(C)(C)C)N[C@@H](C)C(=O)O (BOC-L-Alanine), N1CCOCC1 (morpholine), [OH-].[Na+] (NaOH). Yields the product C(C)(C)(C)OC(N[C@H](C(=O)N1CCOCC1)C)=O (((1S)-Methyl-2-morpholin-4-yl-2-oxo-ethyl)-carbamic acid tert-butyl ester). As a reaction SMILES: [C:1]([NH:8][C@H:9]([C:11]([OH:13])=O)[CH3:10])([O:3][C:4]([CH3:7])([CH3:6])[CH3:5])=[O:2].[NH:14]1[CH2:19][CH2:18][O:17][CH2:16][CH2:15]1.[OH-].[Na+]>>[C:4]([O:3][C:1](=[O:2])[NH:8][C@@H:9]([CH3:10])[C:11]([N:14]1[CH2:19][CH2:18][O:17][CH2:16][CH2:15]1)=[O:13])([CH3:5])([CH3:6])[CH3:7] |f:2.3|. Reported procedure: BOC-L-Alanine (3.50 mg, 20 mmol) and morpholine (1.74 g, 20 mmol) were coupled according to procedure A (washed with 1 N NaOH after acid washes) giving a colorless oil which was used without further purification. Yield 3.94 g, 76%. Procedure details: The title compound was prepared by following the similar procedure as described in Example-1 by using tert-Butyl 4-((6-chloropyridin-3-yl)oxy)piperidine-1-carboxylate (intermediate-6) and 5-(methylsulfonyl)-1H-pyrrolo[2,3-b]pyridine (intermediate-25). Starting materials: ClC1=CC=C(C=N1)OC1CCN(CC1)C(=O)OC(C)(C)C (tert-Butyl 4-((6-chloropyridin-3-yl)oxy)piperidine-1-carboxylate), CS(=O)(=O)C=1C=C2C(=NC1)NC=C2 (5-(methylsulfonyl)-1H-pyrrolo[2,3-b]pyridine). The product is C(C)(C)(C)OC(=O)N1CCC(CC1)OC=1C=NC(=CC1)N1C=CC=2C1=NC=C(C2)S(=O)(=O)C (tert-Butyl-4-((6-(5-(methylsulfonyl)-1H-pyrrolo[2,3-b]pyridin-1-yl)-pyridin-3-yl)oxy)piperidine-1-carboxylate). As a reaction SMILES: Cl[C:2]1[N:7]=[CH:6][C:5]([O:8][CH:9]2[CH2:14][CH2:13][N:12]([C:15]([O:17][C:18]([CH3:21])([CH3:20])[CH3:19])=[O:16])[CH2:11][CH2:10]2)=[CH:4][CH:3]=1.[CH3:22][S:23]([C:26]1[CH:27]=[C:28]2[CH:34]=[CH:33][NH:32][C:29]2=[N:30][CH:31]=1)(=[O:25])=[O:24]>>[C:18]([O:17][C:15]([N:12]1[CH2:13][CH2:14][CH:9]([O:8][C:5]2[CH:6]=[N:7][C:2]([N:32]3[C:29]4=[N:30][CH:31]=[C:26]([S:23]([CH3:22])(=[O:24])=[O:25])[CH:27]=[C:28]4[CH:34]=[CH:33]3)=[CH:3][CH:4]=2)[CH2:10][CH2:11]1)=[O:16])([CH3:21])([CH3:20])[CH3:19]. Yields the product COC=1C=C(C(=O)NS(=O)(=O)C2=C(C=CC=C2)C)C=CC1CC1=CN(C2=CC=C(C=C12)C(NC[C@@H](CC(F)(F)F)C)=O)C ((R)-3-methoxy-4-[1-methyl-5-(2-methyl-4,4,4-trifluorobutylcarbamoyl)-indol-3-ylmethyl]-N-(2-methylphenylsulphonyl)benzamide). Reaction SMILES: [C:1]([C:4]1[CH:5]=[C:6]2[C:10](=[CH:11][CH:12]=1)[N:9]([CH3:13])[CH:8]=[C:7]2[CH2:14][C:15]1[CH:33]=[CH:32][C:18]([C:19]([NH:21][S:22]([C:25]2[CH:30]=[CH:29][CH:28]=[CH:27][C:26]=2[CH3:31])(=[O:24])=[O:23])=[O:20])=[CH:17][C:16]=1[O:34][CH3:35])(O)=[O:2].Cl.CN(C)CCCN=C=NCC.Cl.[CH3:49][C@H:50]([CH2:53][C:54]([F:57])([F:56])[F:55])[CH2:51][NH2:52]>CN(C)C1C=CN=CC=1.O1CCCC1.C(OCC)(=O)C>[CH3:35][O:34][C:16]1[CH:17]=[C:18]([CH:32]=[CH:33][C:15]=1[CH2:14][C:7]1[C:6]2[C:10](=[CH:11][CH:12]=[C:4]([C:1](=[O:2])[NH:52][CH2:51][C@H:50]([CH3:49])[CH2:53][C:54]([F:57])([F:56])[F:55])[CH:5]=2)[N:9]([CH3:13])[CH:8]=1)[C:19]([NH:21][S:22]([C:25]1[CH:30]=[CH:29][CH:28]=[CH:27][C:26]=1[CH3:31])(=[O:24])=[O:23])=[O:20] |f:1.2,3.4|. Starting materials: Cl.C[C@@H](CN)CC(F)(F)F ((R)-2-methyl-4,4,4-trifluorobutylamine hydrochloride), C(=O)(O)C=1C=C2C(=CN(C2=CC1)C)CC1=C(C=C(C(=O)NS(=O)(=O)C2=C(C=CC=C2)C)C=C1)OC (4-(5-carboxy-1-methylindol-3-ylmethyl)-3-methoxy-N-(2-methylphenylsulfonyl)benzamide), Cl.CN(CCCN=C=NCC)C (1-(3-dimethylaminopropyl)-3-ethylcarbodiimide hydrochloride). Reaction conditions: time 2 hour. The solvent is C(C)(=O)OCC (ethyl acetate), O1CCCC1 (tetrahydrofuran). Reagents/catalysts: CN(C1=CC=NC=C1)C (4-dimethylaminopyridine). Reported procedure: To a mixture of 4-(5-carboxy-1-methylindol-3-ylmethyl)-3-methoxy-N-(2-methylphenylsulfonyl)benzamide (103.5 g), 4-dimethylaminopyridine (112.4 g), and 1-(3-dimethylaminopropyl)-3-ethylcarbodiimide hydrochloride (51.8 g) in tetrahydrofuran (distilled from sodium benzophenone ketyl) (2.0 L), which had been stirred for 2 hours, was added (R)-2-methyl-4,4,4-trifluorobutylamine hydrochloride (42.6 g); and the reaction mixture was stirred overnight (about 18 hours, incomplete reaction) then heated to ... Yield: 104.5%. The reactants are C1OC=2C=C(N)C=CC2O1 (3,4-methylenedioxyaniline), C(=O)(Cl)Cl (phosgene). Run in C1(=CC=CC=C1)C (toluene). Yields the product C1OC=2C=C(C=CC2O1)N=C=O (3,4-methylenedioxyphenylisocyanate). As a reaction SMILES: [CH2:1]1[O:10][C:9]2[CH:8]=[CH:7][C:5]([NH2:6])=[CH:4][C:3]=2[O:2]1.[C:11](Cl)(Cl)=[O:12]>C1(C)C=CC=CC=1>[CH2:1]1[O:10][C:9]2[CH:8]=[CH:7][C:5]([N:6]=[C:11]=[O:12])=[CH:4][C:3]=2[O:2]1. Procedure: A mixture of 3,4-methylenedioxyaniline (275 mg; 2.0 mmol) in toluene (15 ml) and phosgene (4.75 ml; 20% in toluene; 9 mmol) was refluxed for 6 h. The solvent was removed under reduced pressure to give crude 3,4-methylenedioxyphenylisocyanate. The crude product was added to 3-[4-(2-chlorophenyl) -1-piperazinyl]propanol (510 mg; 2.0 mmol) in toluene (30 ml) was refluxed for 16 h. The reaction mixture was then concentrated and submitted to flash chromatography on silica gel 60 eluting with toluene ... The reactants are C1(=C(C=CC=C1)S(=O)(=O)NC(SC)=NC1=NC(=NC(=N1)OC)OC)C1=CC=CC=C1 (1-(2-biphenylylsulfonyl) 3-(4,6-dimethoxy-1,3,5-triazin-2-yl) 2-methylisothiourea), CON (O-methylhydroxylamine). Run in O1CCOCC1 (dioxane). Product: C1(=C(C=CC=C1)S(=O)(=O)NC(=NOC)NC1=NC(=NC(=N1)OC)OC)C1=CC=CC=C1 (N-(2-biphenylylsulfonyl) N'-(4,6-dimethoxy-1,3,5-triazin-2-yl) N"-(methoxy)guanidine). The yield is 69.8%. RXN SMILES: [C:1]1([C:25]2[CH:30]=[CH:29][CH:28]=[CH:27][CH:26]=2)[CH:6]=[CH:5][CH:4]=[CH:3][C:2]=1[S:7]([NH:10][C:11](=[N:14][C:15]1[N:20]=[C:19]([O:21][CH3:22])[N:18]=[C:17]([O:23][CH3:24])[N:16]=1)SC)(=[O:9])=[O:8].[CH3:31][O:32][NH2:33]>O1CCOCC1>[C:1]1([C:25]2[CH:30]=[CH:29][CH:28]=[CH:27][CH:26]=2)[CH:6]=[CH:5][CH:4]=[CH:3][C:2]=1[S:7]([NH:10][C:11]([NH:14][C:15]1[N:20]=[C:19]([O:21][CH3:22])[N:18]=[C:17]([O:23][CH3:24])[N:16]=1)=[N:33][O:32][CH3:31])(=[O:9])=[O:8]. Reported procedure: 4.45 g of 1-(2-biphenylylsulfonyl) 3-(4,6-dimethoxy-1,3,5-triazin-2-yl) 2-methylisothiourea were dissolved in 50 ml of dioxane, and 2.35 g of O-methylhydroxylamine were added to the solution. The mixture was heated under reflux for 5 hours. After cooling, the solvent was distilled off under reduced pressure, and the residue was recrystallized from ethanol to give 3.1 g of N-(2-biphenylylsulfonyl) N'-(4,6-dimethoxy-1,3,5-triazin-2-yl) N"-(methoxy)guanidine represented by the following formula: ##... Reactants: C(C#C)N (propargylamine), [I-].[K+] (potassium iodide), FC=1C=CC2=C(C(=NCC=3N2C(=NN3)CBr)C3=C(C=CC=C3)Cl)C1 (8-fluoro-1-(bromomethyl)-6-(o-chlorophenyl)-4H-s-triazolo[4,3-a][1,4]-benzodiazepine). Solvent: CN(C=O)C (dimethylformamide). Product: FC=1C=CC2=C(C(=NCC=3N2C(=NN3)CNCC#C)C3=C(C=CC=C3)Cl)C1 (8-fluoro-1-[[(2-propynyl)amino]methyl]-6-(o-chlorophenyl)-4H-s-triazolo[4,3-a][1,4]benzodiazepine). RXN SMILES: [F:1][C:2]1[CH:3]=[CH:4][C:5]2[N:11]3[C:12]([CH2:15]Br)=[N:13][N:14]=[C:10]3[CH2:9][N:8]=[C:7]([C:17]3[CH:22]=[CH:21][CH:20]=[CH:19][C:18]=3[Cl:23])[C:6]=2[CH:24]=1.[CH2:25]([NH2:28])[C:26]#[CH:27].[I-].[K+]>CN(C)C=O>[F:1][C:2]1[CH:3]=[CH:4][C:5]2[N:11]3[C:12]([CH2:15][NH:28][CH2:25][C:26]#[CH:27])=[N:13][N:14]=[C:10]3[CH2:9][N:8]=[C:7]([C:17]3[CH:22]=[CH:21][CH:20]=[CH:19][C:18]=3[Cl:23])[C:6]=2[CH:24]=1 |f:2.3|. Reported procedure: In the manner given in Preparation 19, 8-fluoro-1-(bromomethyl)-6-(o-chlorophenyl)-4H-s-triazolo[4,3-a][1,4]-benzodiazepine in dimethylformamide is reacted at room temperature with propargylamine in the presence of potassium iodide to give 8-fluoro-1-[[(2-propynyl)amino]methyl]-6-(o-chlorophenyl)-4H-s-triazolo[4,3-a][1,4]benzodiazepine. Preparation 22 8-(Trifluoromethyl)-1-[[(2-propynyl)amino]methyl]-6-(o-chlorophenyl)-4H-s-triazolo[4,3-a][1,4]benzodiazepine The reactants are N12CCCCCC2=NCCC1 (1,8-Diazabicyclo[5,4,0]undec-7-ene), Cl.NCC1=C2C(N(C(C2=CC=C1)=O)C1C(NC(CC1)=O)=O)=O (4-(aminomethyl)-2-(2,6-dioxo(3-piperidyl))isoindoline-1,3-dione hydrochloride), Cl.N1=C(C=CC=C1)C(=O)Cl (picolinoyl chloride hydrochloride). The solvent is CC#N (CH3CN). Run at time 20 minute. Yields the product O=C1NC(CCC1N1C(C2=CC=CC(=C2C1=O)CNC(=O)C1=NC=CC=C1)=O)=O (N-{[2-(2,6-dioxo(3-piperidyl))-1,3-dioxoisoindolin-4-yl]methyl}-2-pyridylcarboxamide). Isolated yield 55.1%. RXN SMILES: N12CCCN=C1CCCCC2.Cl.[NH2:13][CH2:14][C:15]1[CH:23]=[CH:22][CH:21]=[C:20]2[C:16]=1[C:17](=[O:33])[N:18]([CH:25]1[CH2:30][CH2:29][C:28](=[O:31])[NH:27][C:26]1=[O:32])[C:19]2=[O:24].Cl.[N:35]1[CH:40]=[CH:39][CH:38]=[CH:37][C:36]=1[C:41](Cl)=[O:42]>CC#N>[O:32]=[C:26]1[CH:25]([N:18]2[C:17](=[O:33])[C:16]3[C:20](=[CH:21][CH:22]=[CH:23][C:15]=3[CH2:14][NH:13][C:41]([C:36]3[CH:37]=[CH:38][CH:39]=[CH:40][N:35]=3)=[O:42])[C:19]2=[O:24])[CH2:30][CH2:29][C:28](=[O:31])[NH:27]1 |f:1.2,3.4|. Procedure: 1,8-Diazabicyclo[5,4,0]undec-7-ene (0.98 g, 6.48 mmol) was added to a stirred suspension of 4-(aminomethyl)-2-(2,6-dioxo(3-piperidyl))isoindoline-1,3-dione hydrochloride (0.60 g, 1.85 mmol) in CH3CN (50 mL). After stirring for 20 min, picolinoyl chloride hydrochloride (0.41 g, 2.22 mmol) was added. The mixture was stirred at room temperature for 17 hours. The solvent was removed in vacuo and the residue was dissolved in CH2Cl2 (70 mL). The CH2Cl2 solution was washed with 1N HCL (30 mL), H2O (30 ... Reactants: CNCCN(C(CC)CC)CC=1C=C(C(=O)NC=2SC3=C(C2C(=O)NC2=CC=C(C=C2)CCC2=CC=C(C(=O)OC)C=C2)CCCC3)C=CC1 (methyl 4-[2-(4-{[(2-{[3-({[2-(methylamino)ethyl](pentan-3-yl)amino}methyl)benzoyl]amino}-4,5,6,7-tetrahydro-1-benzothiophen-3-yl)carbonyl]amino}phenyl)ethyl]benzoate), C(C)N(C(C)C)C(C)C (N-ethyl-N-isopropylpropan-2-amine), [N+](=O)([O-])C1=CC=C(OC(=O)OCC(=O)OC)C=C1 (methyl {[(4-nitrophenoxy)carbonyl]oxy}acetate). Solvent: C1CCOC1 (THF), C1CCOC1 (THF). Conditions: time 3 hour. The product is CN(C(OCC(OC)=O)=O)CCN(CC=1C=C(C(=O)NC=2SC3=C(C2C(=O)NC2=CC=C(C=C2)CCC2=CC=C(C(=O)OC)C=C2)CCCC3)C=CC1)C(CC)CC (methyl 4-{2-[4-({[2-({3-[7-methyl-3,6-dioxo-10-(pentan-3-yl)-2,5-dioxa-7,10-diazaundecan-11-yl]benzoyl}amino)-4,5,6,7-tetrahydro-1-benzothiophen-3-yl]carbonyl}amino)phenyl]ethyl}benzoate). The yield is 97.1%. RXN SMILES: [N+](C1C=CC([O:8][C:9]([O:11][CH2:12][C:13]([O:15][CH3:16])=[O:14])=O)=CC=1)([O-])=O.[CH3:19][NH:20][CH2:21][CH2:22][N:23]([CH2:29][C:30]1[CH:31]=[C:32]([CH:66]=[CH:67][CH:68]=1)[C:33]([NH:35][C:36]1[S:37][C:38]2[CH2:65][CH2:64][CH2:63][CH2:62][C:39]=2[C:40]=1[C:41]([NH:43][C:44]1[CH:49]=[CH:48][C:47]([CH2:50][CH2:51][C:52]2[CH:61]=[CH:60][C:55]([C:56]([O:58][CH3:59])=[O:57])=[CH:54][CH:53]=2)=[CH:46][CH:45]=1)=[O:42])=[O:34])[CH:24]([CH2:27][CH3:28])[CH2:25][CH3:26].C(N(C(C)C)C(C)C)C>C1COCC1>[CH3:19][N:20]([CH2:21][CH2:22][N:23]([CH:24]([CH2:25][CH3:26])[CH2:27][CH3:28])[CH2:29][C:30]1[CH:31]=[C:32]([CH:66]=[CH:67][CH:68]=1)[C:33]([NH:35][C:36]1[S:37][C:38]2[CH2:65][CH2:64][CH2:63][CH2:62][C:39]=2[C:40]=1[C:41]([NH:43][C:44]1[CH:49]=[CH:48][C:47]([CH2:50][CH2:51][C:52]2[CH:53]=[CH:54][C:55]([C:56]([O:58][CH3:59])=[O:57])=[CH:60][CH:61]=2)=[CH:46][CH:45]=1)=[O:42])=[O:34])[C:9](=[O:8])[O:11][CH2:12][C:13](=[O:14])[O:15][CH3:16]. Reported procedure: A mixture of 100 mg of methyl {[(4-nitrophenoxy)carbonyl]oxy}acetate and 5.0 mL of THF was added to a mixture of 180 mg of methyl 4-[2-(4-{[(2-{[3-({[2-(methylamino)ethyl](pentan-3-yl)amino}methyl)benzoyl]amino}-4,5,6,7-tetrahydro-1-benzothiophen-3-yl)carbonyl]amino}phenyl)ethyl]benzoate, 0.15 mL of N-ethyl-N-isopropylpropan-2-amine, and 5.0 mL of THF under ice cooling, followed by stirring for 3 hours at room temperature. The reaction mixture was concentrated under reduced pressure, and ethyl a...